Dataset: the Open Reaction Database (ORD), a public repository of structured organic reaction records. Task: describe an organic reaction: reactants, conditions, products, and yield Starting materials: CCCCCCSc1nsc(NC(=O)N(C)C)c1C#N, O, O=S(=O)(O)O. Product: CCCCCCSc1nsc(NC(=O)N(C)C)c1C(N)=O. RXN SMILES: [C:1](#[N:2])[c:3]1[c:4]([S:14][CH2:15][CH2:16][CH2:17][CH2:18][CH2:19][CH3:20])[n:5][s:6][c:7]1[NH:8][C:9]([N:10]([CH3:11])[CH3:12])=[O:13].[OH2:26].[S:21]([OH:22])(=[O:23])(=[O:24])[OH:25]>>[C:1]([NH2:2])([c:3]1[c:4]([S:14][CH2:15][CH2:16][CH2:17][CH2:18][CH2:19][CH3:20])[n:5][s:6][c:7]1[NH:8][C:9]([N:10]([CH3:11])[CH3:12])=[O:13])=[O:22]. Starting materials: C(#N)C1=CC=C(N)C=C1 (p-cyanoaniIine), ClC1=C(C=NC=C1)[N+](=O)[O-] (4-chloro-3-nitropyridine), ice. Run in C(C)O (ethanol). Reaction conditions: time 18 hour. Yields the product C(#N)C1=CC=C(C=C1)NC1=C(C=NC=C1)[N+](=O)[O-] (4-[N-(4-Cyanophenyl)amino]-3-nitropyridine). Yield: 86.6%. Reaction SMILES: [C:1]([C:3]1[CH:9]=[CH:8][C:6]([NH2:7])=[CH:5][CH:4]=1)#[N:2].Cl[C:11]1[CH:16]=[CH:15][N:14]=[CH:13][C:12]=1[N+:17]([O-:19])=[O:18]>C(O)C>[C:1]([C:3]1[CH:9]=[CH:8][C:6]([NH:7][C:11]2[CH:16]=[CH:15][N:14]=[CH:13][C:12]=2[N+:17]([O-:19])=[O:18])=[CH:5][CH:4]=1)#[N:2]. Procedure details: According to the method of J.C.S. Perkin Trans. I, 1979, 135, p-cyanoaniIine (6 894 g, 58.4 mmol) was added to a solution of 4-chloro-3-nitropyridine (9.26 g, 58.4 mmol) in ethanol (200 ml) and the mixture was stirred at room temperature for 18 hours. The resulting yellow suspension was poured into 500 ml of ice-cold dilute ammonia and filtered The solid was treated with 150 ml of boiling ethanol, cooled in ice, and filtered to give the title compound as a bright yellow powder, (12.15 g), m.p. 2... The reactants are IC1=CC=C(C=C1)C1=CC=C(C=C1)C(=O)O (4′-iodobiphenyl-4-carboxylic acid), glycol ester, C(CCCC)OC1=CC=C(C=C1)B(O)O (4-n-pentoxyphenylboronic acid), C([O-])([O-])=O.[Na+].[Na+] (sodium carbonate), S(O)(O)(=O)=O (sulfuric acid). Reagents/catalysts: Cl[Pd]([P](C1=CC=CC=C1)(C2=CC=CC=C2)C3=CC=CC=C3)([P](C4=CC=CC=C4)(C5=CC=CC=C5)C6=CC=CC=C6)Cl (PdCl2(PPh3)2). The solvent is CO.C(CO)O (methanol ethylene glycol), O (water). Run at temperature 95 celsius. Yields the product C(CCCC)OC1=CC=C(C=C1)C1=CC=C(C=C1)C=1C(=CC=CC1)C(=O)O (4″-n-pentoxy-[1,1′:4′,1″]-terphenyl-carboxylic acid). RXN SMILES: I[C:2]1[CH:7]=[CH:6][C:5]([C:8]2[CH:13]=[CH:12][C:11]([C:14](O)=O)=[CH:10][CH:9]=2)=[CH:4][CH:3]=1.[CH2:17]([O:22][C:23]1[CH:28]=[CH:27]C(B(O)O)=[CH:25][CH:24]=1)[CH2:18][CH2:19][CH2:20][CH3:21].[C:32](=O)([O-:34])[O-:33].[Na+].[Na+].S(=O)(=O)(O)O>Cl[Pd](Cl)([P](C1C=CC=CC=1)(C1C=CC=CC=1)C1C=CC=CC=1)[P](C1C=CC=CC=1)(C1C=CC=CC=1)C1C=CC=CC=1.O.CO.C(O)CO>[CH2:17]([O:22][C:23]1[CH:28]=[CH:27][C:14]([C:11]2[CH:10]=[CH:9][C:8]([C:5]3[C:6]([C:32]([OH:34])=[O:33])=[CH:7][CH:2]=[CH:3][CH:4]=3)=[CH:13][CH:12]=2)=[CH:25][CH:24]=1)[CH2:18][CH2:19][CH2:20][CH3:21] |f:2.3.4,8.9,^1:45,64|. Procedure details: 32.4 g of 4′-iodobiphenyl-4-carboxylic acid are introduced together with 25.8 g of glycol ester of 4-n-pentoxyphenylboronic acid and 15.9 g of sodium carbonate into 300 ml of methanol/ethylene glycol 9:1 and, while stirring vigorously, 70 mg of PdCl2(PPh3)2 are added, and the mixture is stirred under reflux for 6 hours. The hot reaction mixture is cautiously poured into a mixture of 30 g of 37% strength sulfuric acid and 200 g of water, and the mixture is heated at 90-100° C. for 30 minutes. Aft... The reactants are O=C1NC2=CC=C(C=C2C1=O)S(=O)(=O)Cl (2,3-dioxo-2,3-dihydro-1H-indol-5-sulfonyl chloride), C1CCOC1 (THF), C(C)(C)N(C(C)C)CC (N,N-diisopropylethylamine), COC[C@@H]1NCCC1 ((R)-2-(Methoxymethyl)pyrrolidine). Solvent: C(Cl)(Cl)Cl (CHCl3), C(Cl)(Cl)Cl (CHCl3). Conditions: time 1 hour. The product is COC[C@@H]1N(CCC1)S(=O)(=O)C=1C=C2C(C(NC2=CC1)=O)=O (5-{[(2R)-2-(Methoxymethyl)pyrrolidin-1-yl]sulfonyl}-1H-indole-2,3-dione). Yield: 63.6%. As a reaction SMILES: [O:1]=[C:2]1[C:10](=[O:11])[C:9]2[C:4](=[CH:5][CH:6]=[C:7]([S:12](Cl)(=[O:14])=[O:13])[CH:8]=2)[NH:3]1.C1COCC1.C(N(CC)C(C)C)(C)C.[CH3:30][O:31][CH2:32][C@H:33]1[CH2:37][CH2:36][CH2:35][NH:34]1>C(Cl)(Cl)Cl>[CH3:30][O:31][CH2:32][C@H:33]1[CH2:37][CH2:36][CH2:35][N:34]1[S:12]([C:7]1[CH:8]=[C:9]2[C:4](=[CH:5][CH:6]=1)[NH:3][C:2](=[O:1])[C:10]2=[O:11])(=[O:14])=[O:13]. Reported procedure: To a stirred cold suspension of 2,3-dioxo-2,3-dihydro-1H-indol-5-sulfonyl chloride (5.00 g, 20.4 mmol) in a 1:1 mixture of THF: CHCl3 (140 mL) was added dropwise, via syringe pump, a solution of N,N-diisopropylethylamine (7.11 mL, 40.8 mmol, 2 eq) and (R)-2-(Methoxymethyl)pyrrolidine (3.27 mL, 26.5 mmol, 1.3 eq) in CHCl3 (60 mL) over a period of 1.5 hours with cooling in an ice bath. After stirring an additional 1 h, the reaction was concentrated. The crude product was purified on Biotage KP sil... The reactants are COC(OC)c1ccc(C=CC(=O)OC(C)(C)C)nc1, C1CCOC1, Cl, [Na+], O=C([O-])O. Product: CC(C)(C)OC(=O)C=Cc1ccc(C=O)cn1. RXN SMILES: [C:1]([CH3:2])([CH3:3])([CH3:4])[O:5][C:6]([CH:7]=[CH:8][c:9]1[n:10][cH:11][c:12]([CH:15]([O:16][CH3:19])[O:17][CH3:18])[cH:13][cH:14]1)=[O:20].[CH2:26]1[O:27][CH2:28][CH2:29][CH2:30]1.[ClH:31].[Na+:25].[O-:21][C:22]([OH:23])=[O:24]>>[C:1]([CH3:2])([CH3:3])([CH3:4])[O:5][C:6]([CH:7]=[CH:8][c:9]1[n:10][cH:11][c:12]([CH:15]=[O:16])[cH:13][cH:14]1)=[O:20]. The reactants are CO (MeOH), S1C=NC2=C1C=C(C=C2)NC(=O)NC(CCl)(C)C (1-Benzothiazol-6-yl-3-(2-chloro-1,1-dimethyl-ethyl)-urea), [H-].[Na+] (NaH). Solvent: C(Cl)(Cl)Cl (CHCl3), C1CCOC1 (THF), C1CCOC1 (THF). Run at time 45 minute. Product: S1C=NC2=C1C=C(C=C2)N2C(NC(C2)(C)C)=O (1-Benzothiazol-6-yl-4,4-dimethyl-imidazolidin-2-one). The yield is 76.0%. Reaction SMILES: [S:1]1[C:5]2[CH:6]=[C:7]([NH:10][C:11]([NH:13][C:14]([CH3:18])([CH3:17])[CH2:15]Cl)=[O:12])[CH:8]=[CH:9][C:4]=2[N:3]=[CH:2]1.[H-].[Na+].CO>C1COCC1.C(Cl)(Cl)Cl>[S:1]1[C:5]2[CH:6]=[C:7]([N:10]3[CH2:15][C:14]([CH3:18])([CH3:17])[NH:13][C:11]3=[O:12])[CH:8]=[CH:9][C:4]=2[N:3]=[CH:2]1 |f:1.2|. Procedure: 1-Benzothiazol-6-yl-3-(2-chloro-1,1-dimethyl-ethyl)-urea (I-201a: 620 mg, 2.18 mmol) in dry THF (5 mL) was added dropwise to a stirred mixture of NaH (78 mg, 3.25 mmol) in dry THF (5 mL) under argon atmosphere over a period of 10 minutes at 0° C. The resulting reaction mixture was stirred at room temperature for 45 minutes. The reaction was monitored by TLC (5% MeOH in CHCl3). The reaction mixture was partitioned between chilled water and ethylacetate. The organic layer was dried over Na2SO4 and...